From a dataset of the Open Reaction Database (ORD), a public repository of structured organic reaction records. describe an organic reaction: reactants, conditions, products, and yield Starting materials: CCOC(=O)CBr, O=C([O-])[O-], CN(C)C=O, [K+], [K+], O, O=C1CCCc2ccc(O)cc21. Product: CCOC(=O)COc1ccc2c(c1)C(=O)CCC2. RXN SMILES: [Br:13][CH2:14][C:15](=[O:16])[O:17][CH2:18][CH3:19].[C:20](=[O:21])([O-:22])[O-:23].[CH3:26][N:27]([CH3:28])[CH:29]=[O:30].[K+:24].[K+:25].[OH2:31].[OH:1][c:2]1[cH:3][cH:4][c:5]2[c:10]([cH:11]1)[C:9](=[O:12])[CH2:8][CH2:7][CH2:6]2>>[O:1]([c:2]1[cH:3][cH:4][c:5]2[c:10]([cH:11]1)[C:9](=[O:12])[CH2:8][CH2:7][CH2:6]2)[CH2:14][C:15](=[O:16])[O:17][CH2:18][CH3:19]. Reactants: F\C(\CO)=C(/CC)\C1=CC=2C(CCC(C2C=C1OCCC)(C)C)(C)C ((E)-2-fluoro-3-(5,5,8,8-tetramethyl-3-propoxy-5,6,7,8-tetrahydro-naphthalen-2-yl)-pent-2-en-1-ol), F\C(\CO)=C(/CC)\C1=CC=2C(CCC(C2C=C1OCCC)(C)C)(C)C ((E)-2-fluoro-3-(5,5,8,8-tetramethyl-3-propoxy-5,6,7,8-tetrahydro-naphthalen-2-yl)-pent-2-en-1-ol), C[N+]1(CCOCC1)[O-] (NMO). The reagents and catalysts are CCC[N+](CCC)(CCC)CCC.[O-][Ru](=O)(=O)=O (TPAP). Run in C(Cl)Cl.CC#N (CH2Cl2 CH3CN). Reaction conditions: time 45 minute. Yields the product F\C(\C=O)=C(/C)\C1=CC=2C(CCC(C2C=C1OCCC)(C)C)(C)C ((E)-2-Fluoro-3-(5,5,8,8-tetramethyl-3-propoxy-5,6,7,8-tetrahydro-naphthalen-2-yl)-but-2-enal). Isolated yield 88.1%. Reaction SMILES: [F:1]/[C:2](=[C:5](/[C:8]1[C:17]([O:18][CH2:19][CH2:20][CH3:21])=[CH:16][C:15]2[C:14]([CH3:23])([CH3:22])[CH2:13][CH2:12][C:11]([CH3:25])([CH3:24])[C:10]=2[CH:9]=1)\[CH2:6]C)/[CH2:3][OH:4].C[N+]1([O-])CCOCC1>C(Cl)Cl.CC#N.CCC[N+](CCC)(CCC)CCC.[O-][Ru](=O)(=O)=O>[F:1]/[C:2](=[C:5](/[C:8]1[C:17]([O:18][CH2:19][CH2:20][CH3:21])=[CH:16][C:15]2[C:14]([CH3:23])([CH3:22])[CH2:13][CH2:12][C:11]([CH3:24])([CH3:25])[C:10]=2[CH:9]=1)\[CH3:6])/[CH:3]=[O:4] |f:2.3,4.5|. Procedure details: A mixture of (E)-2-fluoro-3-(5,5,8,8-tetramethyl-3-propoxy-5,6,7,8-tetrahydro-naphthalen-2-yl)-pent-2-en-1-ol (Intermediate 7, 1.01 g, 3.04 mmol), NMO (0.89 g, 7.60 mmol), TPAP (catalytic amount), and 4 Å molecular sieves (200 mg) in CH2Cl2—CH3CN (40 mL, 8 mL) was stirred at ambient temperature for 45 min. The mixture was loaded onto a pad of silica gel and eluted with 10% EtOAc-hexane to give the tide compound as a pale yellow solid (890 mg, 89%). The reactants are C#CCN, CC#N, CCOC(C)=O, FC(F)(F)c1cnc(Cl)nc1Cl. Product: C#CCNc1nc(Cl)ncc1C(F)(F)F. As a reaction SMILES: [CH2:13]([C:14]#[CH:15])[NH2:16].[CH3:17][C:18]#[N:19].[CH3:20][CH2:21][O:22][C:23](=[O:24])[CH3:25].[Cl:1][c:2]1[n:3][cH:4][c:5]([C:9]([F:10])([F:11])[F:12])[c:6]([Cl:8])[n:7]1>>[Cl:1][c:2]1[n:3][cH:4][c:5]([C:9]([F:10])([F:11])[F:12])[c:6]([NH:16][CH2:13][C:14]#[CH:15])[n:7]1. Starting materials: CC1=NOC(=C1C=1C=C(C2=C(NC(=N2)OCC)C1)C(=O)C1=NC=CC=C1)C ((6-(3,5-dimethylisoxazol-4-yl)-2-ethoxy-1H-benzo[d]imidazol-4-yl)(pyridin-2-yl)methanone), C(C(C)(C)C)[Mg]Cl (Neopentylmagnesium chloride). Run in C1CCOC1 (THF). Conditions: temperature 0 celsius, time 10 minute. Yields the product CC1=NOC(=C1C=1C=C(C2=C(NC(=N2)OCC)C1)C(CC(C)(C)C)(O)C1=NC=CC=C1)C (1-(6-(3,5-dimethylisoxazol-4-yl)-2-ethoxy-1H-benzo[d]imidazol-4-yl)-3,3-dimethyl-1-(pyridin-2-yl)butan-1-ol). Reaction SMILES: [CH3:1][C:2]1[C:6]([C:7]2[CH:8]=[C:9]([C:19]([C:21]3[CH:26]=[CH:25][CH:24]=[CH:23][N:22]=3)=[O:20])[C:10]3[N:14]=[C:13]([O:15][CH2:16][CH3:17])[NH:12][C:11]=3[CH:18]=2)=[C:5]([CH3:27])[O:4][N:3]=1.[CH2:28]([Mg]Cl)[C:29]([CH3:32])([CH3:31])[CH3:30]>C1COCC1>[CH3:1][C:2]1[C:6]([C:7]2[CH:8]=[C:9]([C:19]([C:21]3[CH:26]=[CH:25][CH:24]=[CH:23][N:22]=3)([OH:20])[CH2:28][C:29]([CH3:32])([CH3:31])[CH3:30])[C:10]3[N:14]=[C:13]([O:15][CH2:16][CH3:17])[NH:12][C:11]=3[CH:18]=2)=[C:5]([CH3:27])[O:4][N:3]=1. Procedure details: (6-(3,5-dimethylisoxazol-4-yl)-2-ethoxy-1H-benzo[d]imidazol-4-yl)(pyridin-2-yl)methanone (50 mg, 0.14 mmol) was dissolved in dry THF (1.4 mL) and cooled to 0° C. Neopentylmagnesium chloride (1.0 M, 0.55 mL, 0.55 mmol) was added dropwise and the reaction was allowed to stir for 10 mins and then quenched with water. Reaction was extracted three times with EtOAc and combined organic layers were washed once with water, concentrated, and purified by reverse-phase HPLC to give 1-(6-(3,5-dimethylisoxaz... Starting materials: FC(OC1=CC=C(C=C1)N=C=O)(F)F (4-trifluoromethoxy-phenyl isocyanate), ClC1=C(C(=O)N)C=C(C=C1)F (2-chloro-5-fluorobenzamide). Solvent: C1(=CC=CC=C1)C (toluene), C1(=CC=CC=C1)C (toluene). Yields the product ClC1=C(C(=O)NC(=O)NC2=CC=C(C=C2)OC(F)(F)F)C=C(C=C1)F (1-(2-chloro-5-fluoro-benzoyl)-3-(4-trifluoromethoxyphenyl)-urea). The yield is 82.3%. Reaction SMILES: [F:1][C:2]([F:14])([F:13])[O:3][C:4]1[CH:9]=[CH:8][C:7]([N:10]=[C:11]=[O:12])=[CH:6][CH:5]=1.[Cl:15][C:16]1[CH:24]=[CH:23][C:22]([F:25])=[CH:21][C:17]=1[C:18]([NH2:20])=[O:19]>C1(C)C=CC=CC=1>[Cl:15][C:16]1[CH:24]=[CH:23][C:22]([F:25])=[CH:21][C:17]=1[C:18]([NH:20][C:11]([NH:10][C:7]1[CH:6]=[CH:5][C:4]([O:3][C:2]([F:13])([F:14])[F:1])=[CH:9][CH:8]=1)=[O:12])=[O:19]. Procedure details: A solution of 4.06 g (0.02 mol) of 4-trifluoromethoxy-phenyl isocyanate in 10 ml of dry toluene is added to 3.48 g (0.02 mol) of 2-chloro-5-fluorobenzamide in 100 ml of dry toluene, at 100° C., in the absence of moisture. The mixture is boiled under reflux for 10 hours. After it has been cooled, the precipitated product is filtered off under suction and rinsed with methanol. 6.2 g (82.5% of theory) of 1-(2-chloro-5-fluoro-benzoyl)-3-(4-trifluoromethoxyphenyl)-urea of melting point 199° C. are ob... The reactants are S(=O)(Cl)Cl (Thionyl chloride), CC1=CC=C(CN2C(C=C(C3=CC(=CC=C23)C)C(C(=O)O)C)=O)C=C1 (α-[1-(4-methylbenzyl)-6-methyl-1,2-dihydro-2-oxoquinol-4-yl]propionic acid). The solvent is C1(=CC=CC=C1)C (toluene). The product is CC1=CC=C(CN2C(C=C(C3=CC(=CC=C23)C)C(C(=O)Cl)C)=O)C=C1 (α-[1(4-methylbenzyl)-6-methyl-1,2-dihydro-2-oxoquinol-4-yl]propionyl chloride). RXN SMILES: S(Cl)([Cl:3])=O.[CH3:5][C:6]1[CH:29]=[CH:28][C:9]([CH2:10][N:11]2[C:20]3[C:15](=[CH:16][C:17]([CH3:21])=[CH:18][CH:19]=3)[C:14]([CH:22]([CH3:26])[C:23](O)=[O:24])=[CH:13][C:12]2=[O:27])=[CH:8][CH:7]=1>C1(C)C=CC=CC=1>[CH3:5][C:6]1[CH:29]=[CH:28][C:9]([CH2:10][N:11]2[C:20]3[C:15](=[CH:16][C:17]([CH3:21])=[CH:18][CH:19]=3)[C:14]([CH:22]([CH3:26])[C:23]([Cl:3])=[O:24])=[CH:13][C:12]2=[O:27])=[CH:8][CH:7]=1. Procedure: Thionyl chloride (0.109 ml.) was added by syringe to a suspension of α-[1-(4-methylbenzyl)-6-methyl-1,2-dihydro-2-oxoquinol-4-yl]propionic acid (0.335 g.) in toluene (3.5 ml.) (dried over sodium wire). The mixture was heated under reflux until evolution of gas ceased, and was then evaporated in vacuo. The residue was mixed with further dry toluene (5 ml.) and then evaporated in vacuo, and dried at ambient temperature under high vacuum, to give α-[1(4-methylbenzyl)-6-methyl-1,2-dihydro-2-oxoquino...